The task is: describe an organic reaction: reactants, conditions, products, and yield. This data is from the Open Reaction Database (ORD), a public repository of structured organic reaction records. The reactants are COC(=O)c1cc(Cl)ccc1NC(=O)COCC(=O)O, Nc1cccc(Cc2ccoc2)c1. Yields the product COC(=O)c1cc(Cl)ccc1NC(=O)COCC(=O)Nc1cccc(Cc2ccoc2)c1. Reaction SMILES: [Cl:14][c:15]1[cH:16][c:17]([C:30](=[O:31])[O:32][CH3:33])[c:18]([NH:21][C:22]([CH2:23][O:24][CH2:25][C:26](=[O:27])[OH:28])=[O:29])[cH:19][cH:20]1.[o:1]1[cH:2][c:3]([CH2:6][c:7]2[cH:8][c:9]([NH2:10])[cH:11][cH:12][cH:13]2)[cH:4][cH:5]1>>[o:1]1[cH:2][c:3]([CH2:6][c:7]2[cH:8][c:9]([NH:10][C:26]([CH2:25][O:24][CH2:23][C:22]([NH:21][c:18]3[c:17]([C:30](=[O:31])[O:32][CH3:33])[cH:16][c:15]([Cl:14])[cH:20][cH:19]3)=[O:29])=[O:27])[cH:11][cH:12][cH:13]2)[cH:4][cH:5]1. The reactants are N(=NC(=O)OC(C)C)C(=O)OC(C)C (diisopropyl azodicarboxylate), C(C)N1CC(CC1)O (1-Ethyl-3-pyrrolidinol), BrC1=C(C=CC=C1)O (2-bromophenol), C1(=CC=CC=C1)P(C1=CC=CC=C1)C1=CC=CC=C1 (triphenylphosphine). Solvent: O1CCCC1 (tetrahydrofuran). Product: BrC1=C(OC2CN(CC2)CC)C=CC=C1 (3-(2-Bromophenoxy)-1-ethylpyrrolidine). As a reaction SMILES: [CH2:1]([N:3]1[CH2:7][CH2:6][CH:5]([OH:8])[CH2:4]1)[CH3:2].[Br:9][C:10]1[CH:15]=[CH:14][CH:13]=[CH:12][C:11]=1O.C1(P(C2C=CC=CC=2)C2C=CC=CC=2)C=CC=CC=1.N(C(OC(C)C)=O)=NC(OC(C)C)=O>O1CCCC1>[Br:9][C:10]1[CH:15]=[CH:14][CH:13]=[CH:12][C:11]=1[O:8][CH:5]1[CH2:6][CH2:7][N:3]([CH2:1][CH3:2])[CH2:4]1. Reported procedure: 1-Ethyl-3-pyrrolidinol (0.5 ml), 2-bromophenol (0.37 ml) and triphenylphosphine (1.02 g) were dissolved in tetrahydrofuran (10 ml) and the mixture cooled in an ice bath before dropwise addition of diisopropyl azodicarboxylate (0.77 ml). The mixture was allowed to warm to room temperature over 3 h. The mixture was concentrated in vacuo and partitioned between ether (50 ml) and water (50 ml) and the aqueous phase was extracted further with ether (50 ml). The combined organic phases were washed wit... Starting materials: CCCCOC(=O)C(O)P(=O)(O)O, [Na+], [OH-]. Product: O=C(O)C(O)P(=O)(O)O. RXN SMILES: [CH2:1]([CH2:2][CH2:3][CH3:4])[O:5][C:6]([CH:7]([OH:8])[P:9](=[O:10])([OH:11])[OH:12])=[O:13].[Na+:15].[OH-:14]>>[O:5]=[C:6]([CH:7]([OH:8])[P:9](=[O:10])([OH:11])[OH:12])[OH:13].